Dataset: the Open Reaction Database (ORD), a public repository of structured organic reaction records. Task: describe an organic reaction: reactants, conditions, products, and yield RXN SMILES: [CH3:1][O:2][C:3]1[CH:4]=[C:5]2[C:9](=[CH:10][CH:11]=1)[C:8](=[O:12])[CH2:7][CH2:6]2.[H-].[Na+].Br[CH2:16][CH2:17][CH:18]=[CH2:19]>CN(C=O)C.C(Cl)Cl>[CH2:16]([C:7]1([CH2:10][CH2:11][CH:3]=[CH2:4])[CH2:6][C:5]2[C:9](=[CH:10][CH:11]=[C:3]([O:2][CH3:1])[CH:4]=2)[C:8]1=[O:12])[CH2:17][CH:18]=[CH2:19] |f:1.2|. The reactants are COC=1C=C2CCC(C2=CC1)=O (5-methoxy-1-indanone), [H-].[Na+] (NaH), BrCCC=C (4-bromo-1-butene). Product: C(CC=C)C1(C(C2=CC=C(C=C2C1)OC)=O)CCC=C (2,2-di(3-butenyl)-5-methoxy-1-indanone). The solvent is CN(C)C=O (DMF), C(Cl)Cl (CH2Cl2). Procedure: To a solution of 5-methoxy-1-indanone (1 g, 6.17 mmol) in DMF (6 mL) at rt was added NaH (740 mg, 61% in oil, 18.5 mmol) and 4-bromo-1-butene (2.5 mL, 24.7 mmol). After 20 h at rt, the solution was diluted with CH2Cl2 and quenched with saturated aqueous NH4Cl. The slurry was dried with MgSO4 and filtered through a plug of silica and rinsed with 10% EtOAc in hexanes. The filtrate was concentrated and provided crude 2,2-di(3-butenyl)-5-methoxy-1-indanone. Reaction conditions: time 20 hour. Reagents/catalysts: CC(=O)[O-].CC(=O)[O-].[Cu+2] (Cu(OAc)2). RXN SMILES: [CH3:1][O:2][C:3](=[O:17])/[CH:4]=[C:5](\[NH:7][C:8]1[CH:13]=[CH:12][C:11]([N+:14]([O-:16])=[O:15])=[CH:10][CH:9]=1)/[CH3:6].[C:18](#[N:21])[CH2:19][CH3:20]>CC([O-])=O.CC([O-])=O.[Cu+2]>[CH3:1][O:2][C:3]([C:4]1[C:18]([CH2:19][CH3:20])=[N:21][N:7]([C:8]2[CH:13]=[CH:12][C:11]([N+:14]([O-:16])=[O:15])=[CH:10][CH:9]=2)[C:5]=1[CH3:6])=[O:17] |f:2.3.4|. Procedure: According to AVV A, (Z-3-(4-nitrophenylamino)-but-2-enoic acid methylester (236.2 mg, 1.0 mmol, 1.0 equiv.) was stirred with Cu(OAc)2 (544.9 mg, 3.0 mmol, 3.0 equiv.) into propionitrile (3.0 ml, 41.9 mmol, 41.9 equiv.) for 21 hours at 120° C. The green solid obtained as raw product 100:0→90:10→0:100), whereby the pure product was obtained in the form of a slightly yellowish solid (188.3 mg, 0.65 mmol, 65%). Yield: 65.0%. Starting materials: COC(\C=C(\C)/NC1=CC=C(C=C1)[N+](=O)[O-])=O (Z-3-(4-nitrophenylamino)-but-2-enoic acid methylester), C(CC)#N (propionitrile). Yields the product COC(=O)C=1C(=NN(C1C)C1=CC=C(C=C1)[N+](=O)[O-])CC (3-ethyl-5-methyl-1-(4-nitrophenyl)-1H-pyrazole-4-carboxylic acid methylester).